From a dataset of the Open Reaction Database (ORD), a public repository of structured organic reaction records. describe an organic reaction: reactants, conditions, products, and yield Reactants: NC1=CC=C(C=C1)C1=C(NC2=CN=CC=C21)C(=O)N (3-(4-aminophenyl)-1H-pyrrolo[2,3-c]pyridine-2-carboxamide), FC1=C(C=CC=C1)N=C=O (2-fluorophenyl isocyanate). Yields the product pale yellow solid, FC1=C(C=CC=C1)NC(NC1=CC=C(C=C1)C1=C(NC2=CN=CC=C21)C(=O)N)=O (3-{4-[3-(2-fluorophenyl)ureido]phenyl}-1H-pyrrolo[2,3-c]pyridine-2-carboxamide). As a reaction SMILES: [NH2:1][C:2]1[CH:7]=[CH:6][C:5]([C:8]2[C:16]3[C:11](=[CH:12][N:13]=[CH:14][CH:15]=3)[NH:10][C:9]=2[C:17]([NH2:19])=[O:18])=[CH:4][CH:3]=1.[F:20][C:21]1[CH:26]=[CH:25][CH:24]=[CH:23][C:22]=1[N:27]=[C:28]=[O:29]>>[F:20][C:21]1[CH:26]=[CH:25][CH:24]=[CH:23][C:22]=1[NH:27][C:28](=[O:29])[NH:1][C:2]1[CH:3]=[CH:4][C:5]([C:8]2[C:16]3[C:11](=[CH:12][N:13]=[CH:14][CH:15]=3)[NH:10][C:9]=2[C:17]([NH2:19])=[O:18])=[CH:6][CH:7]=1. Procedure: 59 mg of pale yellow solid 3-{4-[3-(2-fluorophenyl)ureido]phenyl}-1H-pyrrolo[2,3-c]pyridine-2-carboxamide are prepared as described in Example 1 starting with 3-(4-aminophenyl)-1H-pyrrolo[2,3-c]pyridine-2-carboxamide and 2-fluorophenyl isocyanate. Yields the product S1C(=NC2=C1C=CC=C2)NC(=O)C=2C=CC=C1CCN(CC21)C2=CC=C(C(=N2)C(=O)OC(C)(C)C)C2=C(C(=NC=C2)Cl)C (tert-butyl 6-(8-(benzo[d]thiazol-2-ylcarbamoyl)-3,4-dihydroisoquinolin-2(1H)-yl)-2′-chloro-3′-methyl-3,4′-bipyridine-2-carboxylate). Reagents/catalysts: C=1C=CC(=CC1)[P](C=2C=CC=CC2)(C=3C=CC=CC3)[Pd]([P](C=4C=CC=CC4)(C=5C=CC=CC5)C=6C=CC=CC6)([P](C=7C=CC=CC7)(C=8C=CC=CC8)C=9C=CC=CC9)[P](C=1C=CC=CC1)(C=1C=CC=CC1)C=1C=CC=CC1 (tetrakis(triphenylphosphine)palladium(0)). Run at temperature 120 celsius, time 20 minute. Procedure details: To a solution of EXAMPLE 30A (1.22 g) in dioxane (4 mL), and aqueous NaHCO3 (2 mL) was added 2-chloro-4-iodo-3-methylpyridine (505 mg), and tetrakis(triphenylphosphine)palladium(0) (115 mg). The mixture was stirred at 120° C. for 20 minutes in a Biotage Initiator microwave reactor. The mixture was diluted with ethyl acetate (300 mL) and washed with water (3 times) and brine, and dried over Na2SO4. Filtration and evaporation of the solvent gave crude product which was loaded on a silica gel colum... Reaction SMILES: [S:1]1[C:5]2[CH:6]=[CH:7][CH:8]=[CH:9][C:4]=2[N:3]=[C:2]1[NH:10][C:11]([C:13]1[CH:14]=[CH:15][CH:16]=[C:17]2[C:22]=1[CH2:21][N:20]([C:23]1[N:28]=[C:27]([C:29]([O:31][C:32]([CH3:35])([CH3:34])[CH3:33])=[O:30])[C:26](B3OC(C)(C)C(C)(C)O3)=[CH:25][CH:24]=1)[CH2:19][CH2:18]2)=[O:12].C([O-])(O)=O.[Na+].[Cl:50][C:51]1[C:56]([CH3:57])=[C:55](I)[CH:54]=[CH:53][N:52]=1>O1CCOCC1.C(OCC)(=O)C.C1C=CC([P]([Pd]([P](C2C=CC=CC=2)(C2C=CC=CC=2)C2C=CC=CC=2)([P](C2C=CC=CC=2)(C2C=CC=CC=2)C2C=CC=CC=2)[P](C2C=CC=CC=2)(C2C=CC=CC=2)C2C=CC=CC=2)(C2C=CC=CC=2)C2C=CC=CC=2)=CC=1>[S:1]1[C:5]2[CH:6]=[CH:7][CH:8]=[CH:9][C:4]=2[N:3]=[C:2]1[NH:10][C:11]([C:13]1[CH:14]=[CH:15][CH:16]=[C:17]2[C:22]=1[CH2:21][N:20]([C:23]1[N:28]=[C:27]([C:29]([O:31][C:32]([CH3:33])([CH3:35])[CH3:34])=[O:30])[C:26]([C:55]3[CH:54]=[CH:53][N:52]=[C:51]([Cl:50])[C:56]=3[CH3:57])=[CH:25][CH:24]=1)[CH2:19][CH2:18]2)=[O:12] |f:1.2,^1:74,76,95,114|. Solvent: C(C)(=O)OCC (ethyl acetate), O1CCOCC1 (dioxane). The reactants are S1C(=NC2=C1C=CC=C2)NC(=O)C=2C=CC=C1CCN(CC21)C2=CC=C(C(=N2)C(=O)OC(C)(C)C)B2OC(C(O2)(C)C)(C)C (tert-butyl 6-(8-(benzo[d]thiazol-2-ylcarbamoyl)-3,4-dihydroisoquinolin-2(1H)-yl)-3-(4,4,5,5-tetramethyl-1,3,2-dioxaborolan-2-yl)picolinate), C(=O)(O)[O-].[Na+] (NaHCO3), ClC1=NC=CC(=C1C)I (2-chloro-4-iodo-3-methylpyridine). Starting materials: C1CCOC1, NCc1ccccc1, [Na+], NC(=O)c1ccc(Oc2ccc3c(c2)CCCC3=O)cc1, [OH-]. Product: NC(=O)c1ccc(Oc2ccc3c(c2)CCCC3NCc2ccccc2)cc1. RXN SMILES: [CH2:32]1[O:33][CH2:34][CH2:35][CH2:36]1.[NH2:22][CH2:23][c:24]1[cH:25][cH:26][cH:27][cH:28][cH:29]1.[Na+:31].[O:1]=[C:2]1[c:3]2[cH:4][cH:5][c:6]([O:12][c:13]3[cH:14][cH:15][c:16]([C:17](=[O:18])[NH2:19])[cH:20][cH:21]3)[cH:7][c:8]2[CH2:9][CH2:10][CH2:11]1.[OH-:30]>>[CH:2]1([NH:22][CH2:23][c:24]2[cH:25][cH:26][cH:27][cH:28][cH:29]2)[c:3]2[cH:4][cH:5][c:6]([O:12][c:13]3[cH:14][cH:15][c:16]([C:17](=[O:18])[NH2:19])[cH:20][cH:21]3)[cH:7][c:8]2[CH2:9][CH2:10][CH2:11]1. The reactants are C(C)OC(=O)N1[C@H]([C@H](CC1)CCOCOCC1=CC=CC=C1)C(=O)OCC (cis ethyl 1-ethoxycarbonyl-3-[2-(benzyloxymethoxy)-ethyl]-pyrrolidine-2-carboxylate), C(CCC)[Li] (butyllithium), Cl (hydrochloric acid). The solvent is C(C)O (ethanol). Product: C(C)OC(=O)N1[C@H]([C@@H](CC1)CCOCOCC1=CC=CC=C1)C(=O)OCC (trans ethyl 1-ethoxycarbonyl-3-[2-(benzyloxymethoxy)-ethyl]-pyrrolidine-2-carboxylate). As a reaction SMILES: [CH2:1]([O:3][C:4]([N:6]1[CH2:10][CH2:9][C@H:8]([CH2:11][CH2:12][O:13][CH2:14][O:15][CH2:16][C:17]2[CH:22]=[CH:21][CH:20]=[CH:19][CH:18]=2)[C@@H:7]1[C:23]([O:25][CH2:26][CH3:27])=[O:24])=[O:5])[CH3:2].C([Li])CCC.Cl>C(O)C>[CH2:1]([O:3][C:4]([N:6]1[CH2:10][CH2:9][C@@H:8]([CH2:11][CH2:12][O:13][CH2:14][O:15][CH2:16][C:17]2[CH:18]=[CH:19][CH:20]=[CH:21][CH:22]=2)[C@@H:7]1[C:23]([O:25][CH2:26][CH3:27])=[O:24])=[O:5])[CH3:2]. Procedure: A solution of 6.2 g of cis ethyl 1-ethoxycarbonyl-3-[2-(benzyloxymethoxy)-ethyl]-pyrrolidine-2-carboxylate in 75 ml of anhydrous ethanol containing 1 ml of butyllithium (1.6 M) is refluxed under nitrogen for 6 days. After cooling, 1.7 ml of 1N hydrochloric acid is added, the solution is concentrated in vacuo, cold water added and mixture extracted with methylene chloride. The extract is dried over sodium sulfate, filtered, concentrated and purified by high pressure liquid chromatography using et... Reactants: C(C)(C)[N-]C(C)C.[Li+] (lithium diisopropylamide), ice, C[N+](C)(C)[O-] (trimethylamine oxide), [C@@H]12C=CC[C@H]2[C@@H]1C1=CC(=NN1C(C)C)I (5-((1S,5R,6S)-bicyclo[3.1.0]hex-2-en-6-yl)-3-iodo-1-isopropyl-1H-pyrazole). The solvent is O1CCCC1 (tetrahydrofuran), O (water). Reaction conditions: time 1 hour. Product: IC1=NN(C(=C1)[C@@H]1[C@@H]2[C@H]1CC1CN(C[C@H]12)C)C(C)C ((±)-(3 aS,3bR,4S,4aR)-4-(3-iodo-1-isopropyl-1H-pyrazol-5-yl)-2-methyloctahydro-1H-cyclopropa[3,4]cyclopenta[1,2-c]pyrrole). Isolated yield 4.6%. RXN SMILES: [CH3:1][N+:2]([O-])([CH3:4])[CH3:3].[C@@H:6]12[C@@H:11]([C:12]3[N:16]([CH:17]([CH3:19])[CH3:18])[N:15]=[C:14]([I:20])[CH:13]=3)[C@@H:10]1[CH2:9][CH:8]=[CH:7]2.C([N-]C(C)C)(C)C.[Li+]>O1CCCC1.O>[I:20][C:14]1[CH:13]=[C:12]([C@H:11]2[C@@H:10]3[CH2:9][CH:8]4[C@H:7]([C@H:6]23)[CH2:3][N:2]([CH3:4])[CH2:1]4)[N:16]([CH:17]([CH3:19])[CH3:18])[N:15]=1 |f:2.3|. Reported procedure: To an ice-cooled solution of trimethylamine oxide (717 mg, 9.55 mmol) and 5-((1S,5R,6S)-bicyclo[3.1.0]hex-2-en-6-yl)-3-iodo-1-isopropyl-1H-pyrazole (2.0 g, 6.4 mmol) in tetrahydrofuran (10 mL) under nitrogen was added lithium diisopropylamide (28 mmol). After 1 h at 0° C., the reaction mixture was diluted with water (50 mL), and the resulting solution was extracted with ethyl acetate (2×20 mL). The collected organic was washed with saturated aqueous sodium chloride solution, dried over anhydrous...